Dataset: the Open Reaction Database (ORD), a public repository of structured organic reaction records. Task: describe an organic reaction: reactants, conditions, products, and yield The reactants are FC1=C(C=CC(=C1)C(F)(F)F)C1(OC1)CN1N=CN=C1 (2-(2-Fluoro-4-trifluoromethylphenyl)-2-(1,2,4-triazole-1-ylmethyl)oxirane), FC1=CC=C(C=C1)C1=NNC=N1 (3-(4-fluorophenyl)-1,2,4-triazole), [H-].[Na+] (sodium hydride). Solvent: C(C)(C)(C)O (tert-butyl alcohol). Product: FC1=CC=C(C=C1)C1=NN(C=N1)CC(O)(CN1N=CN=C1)C1=C(C=C(C=C1)C(F)(F)F)F (2-[3-(4-fluorophenyl)-1,2,4-triazole-1-yl]-1-(2-fluoro-4-trifluoromethylphenyl)-1-(1,2,4-triazole-1-ylmethyl)-ethanol). As a reaction SMILES: [F:1][C:2]1[CH:7]=[C:6]([C:8]([F:11])([F:10])[F:9])[CH:5]=[CH:4][C:3]=1[C:12]1([CH2:15][N:16]2[CH:20]=[N:19][CH:18]=[N:17]2)[CH2:14][O:13]1.[F:21][C:22]1[CH:27]=[CH:26][C:25]([C:28]2[N:32]=[CH:31][NH:30][N:29]=2)=[CH:24][CH:23]=1.[H-].[Na+]>C(O)(C)(C)C>[F:21][C:22]1[CH:23]=[CH:24][C:25]([C:28]2[N:32]=[CH:31][N:30]([CH2:14][C:12]([C:3]3[CH:4]=[CH:5][C:6]([C:8]([F:11])([F:10])[F:9])=[CH:7][C:2]=3[F:1])([CH2:15][N:16]3[CH:20]=[N:19][CH:18]=[N:17]3)[OH:13])[N:29]=2)=[CH:26][CH:27]=1 |f:2.3|. Procedure: 2-(2-Fluoro-4-trifluoromethylphenyl)-2-(1,2,4-triazole-1-ylmethyl)oxirane (0.4 g.) and 3-(4-fluorophenyl)-1,2,4-triazole (0.3 g.) were added to a solution of sodium hydride (0.1 g. of a 50% dispersion in oil) in tert-butyl alcohol (10 ml.) and the mixture was heated at 80° for 16 hours. The reaction mixture was evaporated to dryness and the residual gum was partitioned between ethyl acetate and water. The organic layer was separated, dried and evaporated to dryness. The residual gum was chromato... Reactants: CSC1=C([N+](=O)[O-])CCN1, Cc1[nH]cnc1CSCCN, CCO. Product: Cc1[nH]cnc1CSCCNC1=C([N+](=O)[O-])CCN1. Reaction SMILES: [CH3:12][S:13][C:14]1=[C:18]([N+:19](=[O:20])[O-:21])[CH2:17][CH2:16][NH:15]1.[CH3:1][c:2]1[c:3]([CH2:7][S:8][CH2:9][CH2:10][NH2:11])[n:4][cH:5][nH:6]1.[CH3:22][CH2:23][OH:24]>>[CH3:1][c:2]1[c:3]([CH2:7][S:8][CH2:9][CH2:10][NH:11][C:14]2=[C:18]([N+:19](=[O:20])[O-:21])[CH2:17][CH2:16][NH:15]2)[n:4][cH:5][nH:6]1. Reactants: C(C)OC(=O)C=1SC(=C(N1)C)C1=CC=CC2=CC=CC=C12 (4-methyl-5-naphthalen-1-yl-thiazole-2-carboxylic acid ethyl ester), [OH-].[Na+] (sodium hydroxide). Run in O (water), C1CCOC1 (THF). Conditions: time 1 hour. Yields the product CC=1N=C(SC1C1=CC=CC2=CC=CC=C12)C(=O)O (4-methyl-5-naphthalen-1-yl-thiazole-2-carboxylic acid). Reaction SMILES: C([O:3][C:4]([C:6]1[S:7][C:8]([C:12]2[C:21]3[C:16](=[CH:17][CH:18]=[CH:19][CH:20]=3)[CH:15]=[CH:14][CH:13]=2)=[C:9]([CH3:11])[N:10]=1)=[O:5])C.[OH-].[Na+]>O.C1COCC1>[CH3:11][C:9]1[N:10]=[C:6]([C:4]([OH:5])=[O:3])[S:7][C:8]=1[C:12]1[C:21]2[C:16](=[CH:17][CH:18]=[CH:19][CH:20]=2)[CH:15]=[CH:14][CH:13]=1 |f:1.2|. Reported procedure: To a solution of 4-methyl-5-naphthalen-1-yl-thiazole-2-carboxylic acid ethyl ester (30 mg, 0.10 mmol) in water (1 ml) and THF (1 ml) is added sodium hydroxide (0.2 mL, 1M, 0.20 mmol). The reaction mixture is stirred at rt for 1 hr, and then extracted with ethyl ether (30 mL). The aqueous layer is acidified to pH<7.0 by phosphate buffer and then extracted with EtOAc (2×50 mL). The combined organic layers are washed with brine, dried over MgSO4, and then concentrated. The crude product is used in ... The reactants are CCN(CC)S(F)(F)F (DAST), OC1CCN(CC1)CC#N ((4-hydroxy-piperidin-1-yl)-acetonitrile). Solvent: C(Cl)Cl (DCM). Reaction conditions: time 8 hour. Yields the product FC1CCN(CC1)CC#N ((4-fluoro-piperidin-1-yl)-acetonitrile). Isolated yield 70.3%. Reaction SMILES: CCN(S(F)(F)[F:7])CC.O[CH:11]1[CH2:16][CH2:15][N:14]([CH2:17][C:18]#[N:19])[CH2:13][CH2:12]1>C(Cl)Cl>[F:7][CH:11]1[CH2:16][CH2:15][N:14]([CH2:17][C:18]#[N:19])[CH2:13][CH2:12]1. Procedure: DAST (4.36 mL, 33 mmol) was added to a solution of (4-hydroxy-piperidin-1-yl)-acetonitrile (4.25 g, 30 mmol) in DCM (80 mL) at −30° C., the mixture was then stirred at rt for overnight. The reaction was cooled to −30° C. and quenched with methanol (10 mL) for 30 mins. The organic layer was then washed with NaHCO3 and dried. The residue was purified on a silica gel column to give 3 g (71%) of (4-fluoro-piperidin-1-yl)-acetonitrile. Reactants: ClCl (chlorine), C30H31ClN4O3, CC=1C=C(C(=O)O)C=CC1C(=O)N1CCCC1 (3-methyl-4-(pyrrolidin-1-ylcarbonyl)benzoic acid), CN(C)C(=[N+](C)C)ON1C2=C(C=CC=C2)N=N1.[B-](F)(F)(F)F (TBTU), C(C)(C)N(CC)C(C)C (diisopropylethylamine), ClC1=CC2=C(NC(=N2)C(CC2=CC(=C(C(=C2)C)O)C)N)C=C1 (rac.-1-(5-chloro-1H-benzimidazol-2-yl)-2-(4-hydroxy-3,5-dimethylphenyl)ethylamine). Solvent: ClCCl.C(C)O (dichloromethane ethanol), O1CCCC1 (tetrahydrofuran). Reaction SMILES: [CH3:1][C:2]1[CH:3]=[C:4]([CH:8]=[CH:9][C:10]=1[C:11]([N:13]1[CH2:17][CH2:16][CH2:15][CH2:14]1)=[O:12])[C:5]([OH:7])=O.CN(C(ON1N=NC2C=CC=CC1=2)=[N+](C)C)C.[B-](F)(F)(F)F.C(N(C(C)C)CC)(C)C.[Cl:49][C:50]1[CH:70]=[CH:69][C:53]2[NH:54][C:55]([CH:57]([NH2:68])[CH2:58][C:59]3[CH:64]=[C:63]([CH3:65])[C:62]([OH:66])=[C:61]([CH3:67])[CH:60]=3)=[N:56][C:52]=2[CH:51]=1.ClCl>O1CCCC1.ClCCl.C(O)C>[Cl:49][C:50]1[CH:70]=[CH:69][C:53]2[NH:54][C:55]([CH:57]([NH:68][C:5](=[O:7])[C:4]3[CH:8]=[CH:9][C:10]([C:11]([N:13]4[CH2:17][CH2:16][CH2:15][CH2:14]4)=[O:12])=[C:2]([CH3:1])[CH:3]=3)[CH2:58][C:59]3[CH:60]=[C:61]([CH3:67])[C:62]([OH:66])=[C:63]([CH3:65])[CH:64]=3)=[N:56][C:52]=2[CH:51]=1 |f:1.2,7.8|. Procedure details: Prepared analogously to Example 1g from 3-methyl-4-(pyrrolidin-1-ylcarbonyl)benzoic acid, TBTU, diisopropylethylamine, and rac.-1-(5-chloro-1H-benzimidazol-2-yl)-2-(4-hydroxy-3,5-dimethylphenyl)ethylamine in tetrahydrofuran. Yield: %; Rf value: 0.45 (silica gel: dichloromethane/ethanol=9:1); C30H31ClN4O3 (531.06); mass spectrum: (M+H)+=531/533 (chlorine isotope). Yields the product ClC1=CC2=C(NC(=N2)C(CC2=CC(=C(C(=C2)C)O)C)NC(C2=CC(=C(C=C2)C(=O)N2CCCC2)C)=O)C=C1 (rac.-N-[1-(5-chloro-1H-benzimidazol-2-yl)-2-(4-hydroxy-3,5-dimethylphenyl)ethyl]-3-methyl-4-(pyrrolidin-1-ylcarbonyl)benzamide). Reactants: [K+].[Br-] (KBr), OC1=C(C=C(C(=O)OC)C=C1)C(=O)OC (dimethyl 4-hydroxyisophthalate), O (water), [N+](=O)(O)[O-] (Nitric acid). Yields the product OC1=C(C=C(C(=O)OC)C=C1[N+](=O)[O-])C(=O)OC (Dimethyl 4-hydroxy-5-nitroisophthalate). Solvent: C(C)(=O)O (acetic acid). As a reaction SMILES: [OH:1][C:2]1[CH:11]=[CH:10][C:5]([C:6]([O:8][CH3:9])=[O:7])=[CH:4][C:3]=1[C:12]([O:14][CH3:15])=[O:13].[N+:16]([O-])([OH:18])=[O:17].O.[K+].[Br-]>C(O)(=O)C>[OH:1][C:2]1[C:11]([N+:16]([O-:18])=[O:17])=[CH:10][C:5]([C:6]([O:8][CH3:9])=[O:7])=[CH:4][C:3]=1[C:12]([O:14][CH3:15])=[O:13] |f:3.4|. Conditions: temperature 60 celsius. Isolated yield 88.0%. Procedure details: Into a 250 mL three-necked round-bottom flask equipped with a magnetic stirrer, a condenser, and nitrogen inlet, dimethyl 4-hydroxyisophthalate (15.0 g, 71.4 mmol) was dissolved in acetic acid (150 mL). Nitric acid (10 ml) was then added dropwise. The mixture was warmed at 60° C. for 12 h. Then, the cool mixture was poured into water. The light yellow precipitate was collected, air-dried and recrystallized from ethanol to give 16.0 g (88% yield) of light yellow crystals: mp=74-76° C. Anal. Calcd... Starting materials: FC1=C2C(=CNC2=C(C(=C1F)F)F)CCN (2-(4,5,6,7-tetrafluoro-1H-indol-3-yl)ethylamine), FC(COC=1C=C(C=O)C=CC1)(F)F (3-(2,2,2-trifluoroethoxy)benzaldehyde), S(=O)(=O)([O-])[O-].[Na+].[Na+] (sodium sulfate). Run in C(C)O (ethanol). Yields the product FC1=C2C(=CNC2=C(C(=C1F)F)F)CCNCC1=CC(=CC=C1)OCC(F)(F)F (N-(2-(4,5,6,7-Tetrafluoro-1H-indol-3-yl)ethyl)-3-(2,2,2-trifluoroethoxy)benzylamine). RXN SMILES: [F:1][C:2]1[C:10]([F:11])=[C:9]([F:12])[C:8]([F:13])=[C:7]2[C:3]=1[C:4]([CH2:14][CH2:15][NH2:16])=[CH:5][NH:6]2.[F:17][C:18]([F:30])([F:29])[CH2:19][O:20][C:21]1[CH:22]=[C:23]([CH:26]=[CH:27][CH:28]=1)[CH:24]=O.S([O-])([O-])(=O)=O.[Na+].[Na+]>C(O)C>[F:1][C:2]1[C:10]([F:11])=[C:9]([F:12])[C:8]([F:13])=[C:7]2[C:3]=1[C:4]([CH2:14][CH2:15][NH:16][CH2:24][C:23]1[CH:26]=[CH:27][CH:28]=[C:21]([O:20][CH2:19][C:18]([F:17])([F:29])[F:30])[CH:22]=1)=[CH:5][NH:6]2 |f:2.3.4|. Reported procedure: By a method similar to Example 763, using 2-(4,5,6,7-tetrafluoro-1H-indol-3-yl)ethylamine (484 mg, 2.08 mmol), ethanol (45 mL), 3-(2,2,2-trifluoroethoxy)benzaldehyde (425 mg, 2.08 mmol), anhydrous sodium sulfate (3.5 g) sodium borohydride (236 mg, 6.24 mmol) to give the free base of the title compound as a straw colored solid. Recrystallize from methylene chloride to obtain the title compound: mp 107.2–108.2° C. 1H NMR (400 MHz, dmso-d6): 11.92 (br s, 1H), 7.32 (s, 2H), 6.95–6.99 (m, 2H), 6.87 (... Reaction SMILES: [Cl:1][C:2]1[CH:3]=[C:4]([CH:8]=[C:9]([O:11][CH3:12])[N:10]=1)[C:5]([OH:7])=O.[F:13][C:14]1[CH:15]=[C:16]2[C:20](=[CH:21][CH:22]=1)[NH:19][CH2:18][CH2:17]2.CN(C(ON1N=NC2C=CC=CC1=2)=[N+](C)C)C.[B-](F)(F)(F)F>CN(C=O)C>[Cl:1][C:2]1[CH:3]=[C:4]([C:5]([N:19]2[C:20]3[C:16](=[CH:15][C:14]([F:13])=[CH:22][CH:21]=3)[CH2:17][CH2:18]2)=[O:7])[CH:8]=[C:9]([O:11][CH3:12])[N:10]=1 |f:2.3|. Reaction conditions: time 2 hour. The product is ClC1=NC(=CC(=C1)C(=O)N1CCC2=CC(=CC=C12)F)OC ((2-chloro-6-methoxy-pyridin-4-yl)-(5-fluoro-2,3-dihydro-indol-1-yl)-methanone). Reactants: ClC=1C=C(C(=O)O)C=C(N1)OC (2-chloro-6-methoxyisonicotinic acid), CN(C)C(=[N+](C)C)ON1C2=C(C=CC=C2)N=N1.[B-](F)(F)(F)F (TBTU), FC=1C=C2CCNC2=CC1 (5-fluoroindoline), TEA. Reported procedure: 0.50 g (2.7 mmol) 2-chloro-6-methoxyisonicotinic acid, 0.37 g (2.7 mmol) 5-fluoroindoline and 0.42 mL (3 mmol) TEA were in 10 mL DMF placed. 0.97 g (3.0 mmol) TBTU were added and the reaction mixture was 2 h stirred at RT. The substance was purified by HPLC. The product-containing fractions were combined and freeze-dried. Run in CN(C)C=O (DMF). The reactants are ClC=1C=C(C=CC1)N1C(C2(C(C3=CC=CN=C13)=O)CCCC2)=O (1'-(3-chlorophenyl)-spiro[cyclopentane-1,3'-[1,8]-naphthyridin]-2',4'-(1'H)dione), CCO (EtOH), [BH3-]C#N.[Na+] (NaBH3CN), C(C)(=O)O (acetic acid), [BH3-]C#N.[Na+] (NaBH3CN), C(C)(=O)O (acetic acid). Run in O (water), C1CCOC1 (THF). Procedure: To a solution of 2.2 g (6.73 mmol.) of 1'-(3-chlorophenyl)-spiro[cyclopentane-1,3'-[1,8]-naphthyridin]-2',4'-(1'H)dione in 176 mL of (1:1) THF: EtOH (abs.) was added 2.54 g (40 mmol.) of NaBH3CN and 3.0 mL of acetic acid. The solution was stirred at room temperature. An additional 0.2 g (3.2 mmol.) of NaBH3CN and 0.3 mL of acetic acid were added on the fourth day. After 9 days the reaction was stopped by slow addition of 10 mL of water. After concentration, the residue was purified by column chr... As a reaction SMILES: [Cl:1][C:2]1[CH:3]=[C:4]([N:8]2[C:17]3[C:12](=[CH:13][CH:14]=[CH:15][N:16]=3)[C:11](=[O:18])[C:10]3([CH2:22][CH2:21][CH2:20][CH2:19]3)[C:9]2=[O:23])[CH:5]=[CH:6][CH:7]=1.CCO.[BH3-]C#N.[Na+].C(O)(=O)C>C1COCC1.O>[Cl:1][C:2]1[CH:3]=[C:4]([N:8]2[C:17]3[C:12](=[CH:13][CH:14]=[CH:15][N:16]=3)[CH:11]([OH:18])[C:10]3([CH2:22][CH2:21][CH2:20][CH2:19]3)[C:9]2=[O:23])[CH:5]=[CH:6][CH:7]=1 |f:2.3|. The product is ClC=1C=C(C=CC1)N1C(C2(C(C3=CC=CN=C13)O)CCCC2)=O (1'-(3-Chlorophenyl)-1',4'-dihydro-4'-hydroxy-spiro[cyclopentane-1,3'(2'H)-[1,8]-naphthyridin]-2'-one).